From a dataset of the Open Reaction Database (ORD), a public repository of structured organic reaction records. describe an organic reaction: reactants, conditions, products, and yield The product is FC1=C(OC2=CC3=C(NC(=N3)C3=NC=CC=C3)C=C2OC2=CC=C(C=C2)S(=O)(=O)C)C=CC=C1 (5-(2-Fluoro-phenoxy)-2-pyridin-2-yl-6-(4-methanesulfonyl-phenoxy)-1H-benzimidazole). RXN SMILES: C(OC([C:6]1[CH:38]=[CH:37][CH:36]=[CH:35][C:7]=1[O:8][C:9]1[C:23]([O:24][C:25]2[CH:30]=[CH:29][C:28]([S:31]([CH3:34])(=[O:33])=[O:32])=[CH:27][CH:26]=2)=[CH:22][C:12]2[NH:13][C:14]([C:16]3[CH:21]=[CH:20][CH:19]=[CH:18][N:17]=3)=[N:15][C:11]=2[CH:10]=1)=O)C.[F:39]C1C=CC=CC=1O>>[F:39][C:6]1[CH:38]=[CH:37][CH:36]=[CH:35][C:7]=1[O:8][C:9]1[C:23]([O:24][C:25]2[CH:30]=[CH:29][C:28]([S:31]([CH3:34])(=[O:33])=[O:32])=[CH:27][CH:26]=2)=[CH:22][C:12]2[NH:13][C:14]([C:16]3[CH:21]=[CH:20][CH:19]=[CH:18][N:17]=3)=[N:15][C:11]=2[CH:10]=1. Procedure details: The entitled compound was obtained as a colorless solid in the same method as in Example 196 (step 4) to (step 6) or in accordance with the method or by combining it with an ordinary method but using 5-fluoro-4-(4-methanesulfonyl-phenoxy)-2-nitro-phenylamine obtained in Example 14 and 2-fluorophenol. The reactants are C(C)OC(=O)C1=C(OC2=CC3=C(NC(=N3)C3=NC=CC=C3)C=C2OC2=CC=C(C=C2)S(=O)(=O)C)C=CC=C1 (5-(2-Ethoxycarbonyl-phenoxy)-6-(4-methanesulfonyl-phenoxy)-2-pyridin-2-yl-1H-benzimidazole), FC1=C(C=CC=C1)O (2-fluorophenol).